From a dataset of the Open Reaction Database (ORD), a public repository of structured organic reaction records. describe an organic reaction: reactants, conditions, products, and yield Starting materials: CCON=C(C(C)=O)C(=O)OCC, CC(=O)O, O, O=S(=O)(Cl)Cl. The product is CCON=C(C(=O)CCl)C(=O)OCC. Reaction SMILES: [CH2:6]([CH3:7])[O:8][N:9]=[C:10]([C:11](=[O:12])[O:13][CH2:14][CH3:15])[C:16]([CH3:17])=[O:18].[CH3:20][C:21](=[O:22])[OH:23].[OH2:19].[S:1]([Cl:2])(=[O:3])([Cl:4])=[O:5]>>[Cl:4][CH2:17][C:16]([C:10](=[N:9][O:8][CH2:6][CH3:7])[C:11](=[O:12])[O:13][CH2:14][CH3:15])=[O:18]. Starting materials: FC(S(=O)(=O)OC1=CC=C(C=C1)C1=CC(=NN1C1=CC=C(C=C1)OC)OC)(F)F (4-[3-methoxy-1-(4-methoxyphenyl)-1H-pyrazol-5-yl]phenyl trifluoromethanesulfonate), CN(C)C=O (DMF), CCOC(=O)C (AcOEt), O (H2O). The reagents and catalysts are [C-]#N.[Zn+2].[C-]#N (zinc cyanide), [Pd].C1(=CC=CC=C1)P(C1=CC=CC=C1)C1=CC=CC=C1.C1(=CC=CC=C1)P(C1=CC=CC=C1)C1=CC=CC=C1.C1(=CC=CC=C1)P(C1=CC=CC=C1)C1=CC=CC=C1.C1(=CC=CC=C1)P(C1=CC=CC=C1)C1=CC=CC=C1 (tetrakis(triphenylphosphine)-palladium(0)). Reaction conditions: temperature 85 celsius, time 5 hour. Yields the product COC1=NN(C(=C1)C1=CC=C(C#N)C=C1)C1=CC=C(C=C1)OC (4-[3-methoxy-1-(4-methoxy-phenyl) -1H-pyrazol-5-yl]benzonitrile). Reaction SMILES: FC(F)(F)S(O[C:7]1[CH:12]=[CH:11][C:10]([C:13]2[N:17]([C:18]3[CH:23]=[CH:22][C:21]([O:24][CH3:25])=[CH:20][CH:19]=3)[N:16]=[C:15]([O:26][CH3:27])[CH:14]=2)=[CH:9][CH:8]=1)(=O)=O.CCOC(C)=O.O.[CH3:37][N:38](C=O)C>[C-]#N.[Zn+2].[C-]#N.[Pd].C1(P(C2C=CC=CC=2)C2C=CC=CC=2)C=CC=CC=1.C1(P(C2C=CC=CC=2)C2C=CC=CC=2)C=CC=CC=1.C1(P(C2C=CC=CC=2)C2C=CC=CC=2)C=CC=CC=1.C1(P(C2C=CC=CC=2)C2C=CC=CC=2)C=CC=CC=1>[CH3:27][O:26][C:15]1[CH:14]=[C:13]([C:10]2[CH:11]=[CH:12][C:7]([C:37]#[N:38])=[CH:8][CH:9]=2)[N:17]([C:18]2[CH:23]=[CH:22][C:21]([O:24][CH3:25])=[CH:20][CH:19]=2)[N:16]=1 |f:4.5.6,7.8.9.10.11|. Reported procedure: A mixture of 4-[3-methoxy-1-(4-methoxyphenyl)-1H-pyrazol-5-yl]phenyl trifluoromethanesulfonate (679 mg), zinc cyanide (279 mg), and tetrakis(triphenylphosphine)-palladium(0) (183 mg) in DMF (4 ml) was stirred at 85° C. for 5 hours. The reaction mixture was cooled to ambient temperature and AcOEt and H2O were added. Unsoluble matter was filtered off through a celite pad. The filtrate was partitioned, and the organic layer was washed with saturated aqueous sodium chloride solution, dried over magn... Reactants: O=c1cc(-c2ccc(F)cc2)c2ccc(CBr)cc2o1, C[N+]1([O-])CCOCC1, C1COCCO1. The product is O=Cc1ccc2c(-c3ccc(F)cc3)cc(=O)oc2c1. RXN SMILES: [Br:1][CH2:2][c:3]1[cH:4][cH:5][c:6]2[c:7](-[c:14]3[cH:15][cH:16][c:17]([F:20])[cH:18][cH:19]3)[cH:8][c:9](=[O:13])[o:10][c:11]2[cH:12]1.[CH3:21][N+:22]1([O-:23])[CH2:24][CH2:26][O:25][CH2:27][CH2:28]1.[O:29]1[CH2:30][CH2:31][O:32][CH2:33][CH2:34]1>>[CH:2]([c:3]1[cH:4][cH:5][c:6]2[c:7](-[c:14]3[cH:15][cH:16][c:17]([F:20])[cH:18][cH:19]3)[cH:8][c:9](=[O:13])[o:10][c:11]2[cH:12]1)=[O:25]. Starting materials: CI, Nc1cc(Cl)c(Cl)cc1[N+](=O)[O-], [H-], [Na+], [Na+], O=C([O-])O, CN(C)C=O. The product is CNc1cc(Cl)c(Cl)cc1[N+](=O)[O-]. As a reaction SMILES: [CH3:15][I:16].[Cl:1][c:2]1[cH:3][c:4]([N+:10](=[O:11])[O-:12])[c:5]([NH2:6])[cH:7][c:8]1[Cl:9].[H-:14].[Na+:13].[Na+:21].[O-:17][C:18]([OH:19])=[O:20].[O:22]=[CH:23][N:24]([CH3:25])[CH3:26]>>[Cl:1][c:2]1[cH:3][c:4]([N+:10](=[O:11])[O-:12])[c:5]([NH:6][CH3:18])[cH:7][c:8]1[Cl:9]. Reactants: C1(=CC=CC=C1)C(OC[C@H](CC(=O)OC)O)(C1=CC=CC=C1)C1=CC=CC=C1 (methyl 4 -triphenylmethyloxy-3(S)-hydroxybutyrate), [Li]CCCC (n-BuLi), C(C)(=O)OC(C)(C)C (tert-butyl acetate), C(C)(C)NC(C)C (diisopropylamine). Run in C1CCOC1 (THF), O (Water), C1CCOC1 (THF), C1CCOC1 (THF). Run at temperature -15 celsius, time 30 minute. Product: C1(=CC=CC=C1)C(OC[C@H](CC(CC(=O)OC(C)(C)C)=O)O)(C1=CC=CC=C1)C1=CC=CC=C1 (Tert-butyl 6-triphenylmethyloxy-5(S)-hydroxy-3-oxohexanoate). RXN SMILES: C(NC(C)C)(C)C.[Li]CCCC.[C:13]([O:16][C:17]([CH3:20])([CH3:19])[CH3:18])(=[O:15])[CH3:14].[C:21]1([C:27]([C:43]2[CH:48]=[CH:47][CH:46]=[CH:45][CH:44]=2)([C:37]2[CH:42]=[CH:41][CH:40]=[CH:39][CH:38]=2)[O:28][CH2:29][C@@H:30]([OH:36])[CH2:31][C:32](OC)=[O:33])[CH:26]=[CH:25][CH:24]=[CH:23][CH:22]=1>C1COCC1.O>[C:21]1([C:27]([C:43]2[CH:48]=[CH:47][CH:46]=[CH:45][CH:44]=2)([C:37]2[CH:38]=[CH:39][CH:40]=[CH:41][CH:42]=2)[O:28][CH2:29][C@@H:30]([OH:36])[CH2:31][C:32](=[O:33])[CH2:14][C:13]([O:16][C:17]([CH3:20])([CH3:19])[CH3:18])=[O:15])[CH:22]=[CH:23][CH:24]=[CH:25][CH:26]=1. Procedure: 125 mL of THF and 24 g of diisopropylamine were charged and cooled to −15° C. 168 mL of 1.2 N n-BuLi was added at −15 to −5° C. and was stirred for 30 minutes. 21.56 g of tert-butyl acetate in 45 mL of THF, which was pre-cooled to −45° C., was added maintaining the temperature between −45 to −25° C. for 60 minutes. The reaction mixture was cooled to −45° C. and 30 g of methyl 4 -triphenylmethyloxy-3(S)-hydroxybutyrate in THF was added over a period of 20 minutes and the stirring was continued at... The reactants are CCO, Cl, O, CC(O)(c1ccccc1)c1cnc2c(C(F)(F)F)cccc2c1-c1ccccc1. Yields the product C=C(c1ccccc1)c1cnc2c(C(F)(F)F)cccc2c1-c1ccccc1. As a reaction SMILES: [CH3:32][CH2:33][OH:34].[ClH:30].[OH2:31].[c:1]1([C:7]([CH3:8])([OH:9])[c:10]2[cH:11][n:12][c:13]3[c:14]([C:26]([F:27])([F:28])[F:29])[cH:15][cH:16][cH:17][c:18]3[c:19]2-[c:20]2[cH:21][cH:22][cH:23][cH:24][cH:25]2)[cH:2][cH:3][cH:4][cH:5][cH:6]1>>[c:1]1([C:7](=[CH2:8])[c:10]2[cH:11][n:12][c:13]3[c:14]([C:26]([F:27])([F:28])[F:29])[cH:15][cH:16][cH:17][c:18]3[c:19]2-[c:20]2[cH:21][cH:22][cH:23][cH:24][cH:25]2)[cH:2][cH:3][cH:4][cH:5][cH:6]1. The reactants are BrC1=C(C=C(C=C1)C(F)(F)F)C(=O)N1CCOCC1 ((2-bromo-5-(trifluoromethyl)phenyl)(morpholino)methanone), FC1=C(C=CC(=C1)B1OC(C(O1)(C)C)(C)C)C=1C=NC(=NC1)N (5-(2-fluoro-4-(4,4,5,5-tetramethyl-1,3,2-dioxaborolan-2-yl)phenyl)pyrimidin-2-amine). Product: FC=1C=C(C=CC1C=1C=NC(=NC1)N)C1=C(C=C(C=C1)C(F)(F)F)C(=O)N1CCOCC1 (5-[3-Fluoro-2′-(morpholin-4-ylcarbonyl)-4′-(trifluoromethyl)biphenyl-4-yl]pyrimidin-2-amine). As a reaction SMILES: Br[C:2]1[CH:7]=[CH:6][C:5]([C:8]([F:11])([F:10])[F:9])=[CH:4][C:3]=1[C:12]([N:14]1[CH2:19][CH2:18][O:17][CH2:16][CH2:15]1)=[O:13].[F:20][C:21]1[CH:26]=[C:25](B2OC(C)(C)C(C)(C)O2)[CH:24]=[CH:23][C:22]=1[C:36]1[CH:37]=[N:38][C:39]([NH2:42])=[N:40][CH:41]=1>>[F:20][C:21]1[CH:26]=[C:25]([C:2]2[CH:7]=[CH:6][C:5]([C:8]([F:11])([F:10])[F:9])=[CH:4][C:3]=2[C:12]([N:14]2[CH2:19][CH2:18][O:17][CH2:16][CH2:15]2)=[O:13])[CH:24]=[CH:23][C:22]=1[C:36]1[CH:41]=[N:40][C:39]([NH2:42])=[N:38][CH:37]=1. Procedure: The title compound was prepared in a manner similar to that described in Example 88 using (2-bromo-5-(trifluoromethyl)phenyl)(morpholino)methanone and 5-(2-fluoro-4-(4,4,5,5-tetramethyl-1,3,2-dioxaborolan-2-yl)phenyl)pyrimidin-2-amine. MS (ESI): mass calcd. for C22H18F4N4O2, 446.14; m/z found, 447.0 [M+H]+. 1H NMR (500 MHz, CD3OD) δ 8.65-8.58 (d, J=1.3, 2H), 7.91-7.85 (dd, J=8.3, 1.9, 1H), 7.78-7.76 (m, 1H), 7.76-7.73 (d, J=8.1, 1H), 7.71-7.63 (m, 1H), 7.46-7.43 (dd, J=2.7, 1.8, 1H), 7.43-7.41 (... Starting materials: IV, C(C)(=O)[O-].[Na+] (sodium acetate), CC1C(NC(NC1)=O)=O (5-methyl-5,6-dihydrouracil), C=C=O (ketene). Run in C(C)(=O)OCC (ethyl acetate). The product is C(C)(=O)N1C(=O)N(C(=O)C(C1)C)C(C)=O (1,3-diacetyl-5-methyl-5,6-dihydrouracil). Reaction SMILES: [CH3:1][CH:2]1[CH2:7][NH:6][C:5](=[O:8])[NH:4][C:3]1=[O:9].[CH2:10]=[C:11]=[O:12].[C:13]([O-])(=[O:15])[CH3:14].[Na+]>C(OCC)(=O)C>[C:11]([N:6]1[CH2:7][CH:2]([CH3:1])[C:3](=[O:9])[N:4]([C:13](=[O:15])[CH3:14])[C:5]1=[O:8])(=[O:12])[CH3:10] |f:2.3|. Procedure details: As described in IV, 18.2 gm (0.14 mol) of 5-methyl-5,6-dihydrouracil were reacted with ketene in boiling ethyl acetate in the presence of sodium acetate. The product recrystallized from isopropanol had the following analysis values and a melting point of 130° C to 131° C: Reactants: C(#C)C1=C(C=CC=C1)F (1-ethynyl-2-fluorobenzene), [Li]CCCC (n-BuLi), ClC(=O)OCC (ethyl chloroformate). Run in C1CCOC1 (THF). Reaction conditions: time 10 minute. Product: FC1=C(C=CC=C1)C#CC(=O)OCC (ethyl 3-(2-fluorophenyl)prop-2-ynoate). Yield: 111.6%. Reaction SMILES: [C:1]([C:3]1[CH:8]=[CH:7][CH:6]=[CH:5][C:4]=1[F:9])#[CH:2].[Li]CCCC.Cl[C:16]([O:18][CH2:19][CH3:20])=[O:17]>C1COCC1>[F:9][C:4]1[CH:5]=[CH:6][CH:7]=[CH:8][C:3]=1[C:1]#[C:2][C:16]([O:18][CH2:19][CH3:20])=[O:17]. Procedure: To a −78° C. solution of 1-ethynyl-2-fluorobenzene (0.94 g, 7.83 mmol) in anhyd. THF (25 mL) was added dropwise a solution of n-BuLi (1.6M in hexanes, 5.14 mL, 8.22 mmol). The solution was stirred for 10 min, then ethyl chloroformate (2.24 mL, 23.5 mmol) was added and the reaction mixture was allowed to warm to room temperature. The resulting mixture was poured onto ice water (200 mL) and extracted with Et2O. The organic layer was dried (MgSO4) and concentrated under reduced pressure to give eth... Reactants: O=[O+][O-] (Ozone), CC1(C(C1C=C(C)C)C(=O)OC(C1=CC(=CC=C1)OC1=CC=CC=C1)C#N)C (cyano(3-phenoxyphenyl)methyl 2,2-dimethyl-3-(2-methyl-1-propenyl)cyclopropanecarboxylate). Solvent: C(C)(=O)OCC (ethyl acetate). Yields the product CC1(C(C1C=O)C(=O)OC(C1=CC(=CC=C1)OC1=CC=CC=C1)C#N)C (cyano(3-phenoxyphenyl)methyl 2,2-dimethyl-3-formylcyclopropanecarboxylate). Isolated yield 72.0%. Reaction SMILES: [O:1]=[O+][O-].[CH3:4][C:5]1([CH3:31])[CH:7]([CH:8]=C(C)C)[CH:6]1[C:12]([O:14][CH:15]([C:29]#[N:30])[C:16]1[CH:21]=[CH:20][CH:19]=[C:18]([O:22][C:23]2[CH:28]=[CH:27][CH:26]=[CH:25][CH:24]=2)[CH:17]=1)=[O:13]>C(OCC)(=O)C>[CH3:4][C:5]1([CH3:31])[CH:7]([CH:8]=[O:1])[CH:6]1[C:12]([O:14][CH:15]([C:29]#[N:30])[C:16]1[CH:21]=[CH:20][CH:19]=[C:18]([O:22][C:23]2[CH:28]=[CH:27][CH:26]=[CH:25][CH:24]=2)[CH:17]=1)=[O:13]. Reported procedure: Ozone gas was bubbled at -78° C. into a solution of 1.88 g (5.00 mmol) of cyano(3-phenoxyphenyl)methyl 2,2-dimethyl-3-(2-methyl-1-propenyl)cyclopropanecarboxylate obtained in Reference Example 3, in 10 ml of ethyl acetate. The subsequent operation was conducted in the same manner as in Reference Example 5, whereby 1.26 g of cyano(3-phenoxyphenyl)methyl 2,2-dimethyl-3-formylcyclopropanecarboxylate was obtained as a colorless oil.